This data is from the Open Reaction Database (ORD), a public repository of structured organic reaction records. The task is: describe an organic reaction: reactants, conditions, products, and yield The reactants are Cl.NC=1N(C2=CC=CC=C2C1C1=CC=CC=C1)C (2-amino-1-methyl-3-phenylindole hydrochloride), O([K])C#N (KOCN). Solvent: vaseline oil, CCCCCC (hexane). Product: CN1C=2C=CC=CC2C2=C1NC(C1=CC=CC=C21)=O (7-Methylindolo[2,3-c]isoquinolin-5(6H)-one). The yield is 20.1%. RXN SMILES: Cl.[NH2:2][C:3]1[N:4]([CH3:18])[C:5]2[C:10]([C:11]=1[C:12]1[CH:17]=[CH:16][CH:15]=[CH:14][CH:13]=1)=[CH:9][CH:8]=[CH:7][CH:6]=2.[O:19]([C:21]#N)[K]>CCCCCC>[CH3:18][N:4]1[C:3]2[NH:2][C:21](=[O:19])[C:17]3[C:12]([C:11]=2[C:10]2[CH:9]=[CH:8][CH:7]=[CH:6][C:5]1=2)=[CH:13][CH:14]=[CH:15][CH:16]=3 |f:0.1|. Procedure details: The same product as in the foregoing example is prepared by heating to 270°-280° C. for 15 minutes 2.59 g (0.01 mole) of 2-amino-1-methyl-3-phenylindole hydrochloride and 3.24 g (0.04 mole) of KOCN in 25 ml of vaseline oil. The reaction mass is taken up with hexane and the insoluble parts, collected by filtration under vacuum, are washed with water in order to remove inorganic salts and crystallized from dimethylformamide, yielding 0.5 g of the pure desired product. The reactants are NO (Hydroxylamine), C(C)(C)N(C(C)C)CC (N,N-diisopropylethylamine), BrC=1C(=NC=CC1)NC(=S)NC(=O)OCC (N-(3-Bromo-pyridin-2-yl)-N′-ethoxycarbonyl-thiourea). Solvent: CO (methanol), C(C)O (ethanol). Run at time 1 hour. Yields the product BrC=1C=2N(C=CC1)N=C(N2)N (8-Bromo-[1,2,4]-triazolo[1,5-a]pyridin-2-amine), solid. Yield: 78.0%. RXN SMILES: NO.C([N:6](CC)C(C)C)(C)C.[Br:12][C:13]1[C:14]([NH:19][C:20]([NH:22]C(OCC)=O)=S)=[N:15][CH:16]=[CH:17][CH:18]=1>CO.C(O)C>[Br:12][C:13]1[C:14]2[N:15]([N:6]=[C:20]([NH2:22])[N:19]=2)[CH:16]=[CH:17][CH:18]=1. Reported procedure: Hydroxylamine (58.5 g, 842 mmol) and N,N-diisopropylethylamine (65.3 g, 86.3 mL, 505 mmol) were dissolved in methanol (200 mL) and ethanol (200 mL). N-(3-Bromo-pyridin-2-yl)-N′-ethoxycarbonyl-thiourea (51.2 g, 168 mmol) was added and the reaction mixture was stirred at room temperature for 1 hour and then at 60° C. for 3 hours. The white precipitate was filtered off and triturated with water for 25 minutes, filtered and triturated two times with diethylether. The solid was dried by co-evaporatio...